The task is: describe an organic reaction: reactants, conditions, products, and yield. This data is from the Open Reaction Database (ORD), a public repository of structured organic reaction records. Reactants: CO, COc1cc2c(cc1C#N)C(C)CN(C(=O)C(F)(F)F)CC2, [Na+], [OH-], O. Yields the product COc1cc2c(cc1C#N)C(C)CNCC2. As a reaction SMILES: [CH3:25][OH:26].[F:1][C:2]([F:3])([F:4])[C:21]([N:5]1[CH2:6][CH2:7][c:8]2[c:9]([cH:13][c:14]([C:19]#[N:20])[c:15]([O:17][CH3:18])[cH:16]2)[CH:10]([CH3:12])[CH2:11]1)=[O:22].[Na+:24].[OH-:23].[OH2:27]>>[NH:5]1[CH2:6][CH2:7][c:8]2[c:9]([cH:13][c:14]([C:19]#[N:20])[c:15]([O:17][CH3:18])[cH:16]2)[CH:10]([CH3:12])[CH2:11]1. Starting materials: Cc1c(C2CC2CC#N)ncc([N+](=O)[O-])c1OC(C)(C)C, O=C(O)C(F)(F)F. The product is Cc1c(C2CC2CC#N)ncc([N+](=O)[O-])c1O. RXN SMILES: [C:1]([CH3:2])([CH3:3])([CH3:4])[O:5][c:6]1[c:7]([CH3:21])[c:8]([CH:15]2[CH:16]([CH2:18][C:19]#[N:20])[CH2:17]2)[n:9][cH:10][c:11]1[N+:12](=[O:13])[O-:14].[OH:22][C:23]([C:24]([F:25])([F:26])[F:27])=[O:28]>>[OH:5][c:6]1[c:7]([CH3:21])[c:8]([CH:15]2[CH:16]([CH2:18][C:19]#[N:20])[CH2:17]2)[n:9][cH:10][c:11]1[N+:12](=[O:13])[O-:14]. Reactants: CN(C=O)C (dimethylformamide), COC(=O)C1=CC(=NC2=CC=C(C=C12)Br)C1=CC=CC=C1 (6-bromo-2-phenyl-4-quinolinecarboxylic acid methyl ester), [Cl-].[Na+] (sodium chloride). The reagents and catalysts are [C-]#N.[Zn+2].[C-]#N (Zinc cyanide), C=1C=CC(=CC1)[P](C=2C=CC=CC2)(C=3C=CC=CC3)[Pd]([P](C=4C=CC=CC4)(C=5C=CC=CC5)C=6C=CC=CC6)([P](C=7C=CC=CC7)(C=8C=CC=CC8)C=9C=CC=CC9)[P](C=1C=CC=CC1)(C=1C=CC=CC1)C=1C=CC=CC1 (tetrakis(triphenylphosphine)palladium). Run in O (water). Reaction conditions: temperature 150 celsius, time 10 minute. The product is COC(=O)C1=CC(=NC2=CC=C(C=C12)C#N)C1=CC=CC=C1 (6-cyano-2-phenyl-4-quinolinecarboxylic acid methyl ester). RXN SMILES: [CH3:1][N:2](C)C=O.[CH3:6][O:7][C:8]([C:10]1[C:19]2[C:14](=[CH:15][CH:16]=[C:17](Br)[CH:18]=2)[N:13]=[C:12]([C:21]2[CH:26]=[CH:25][CH:24]=[CH:23][CH:22]=2)[CH:11]=1)=[O:9].[Cl-].[Na+]>[C-]#N.[Zn+2].[C-]#N.C1C=CC([P]([Pd]([P](C2C=CC=CC=2)(C2C=CC=CC=2)C2C=CC=CC=2)([P](C2C=CC=CC=2)(C2C=CC=CC=2)C2C=CC=CC=2)[P](C2C=CC=CC=2)(C2C=CC=CC=2)C2C=CC=CC=2)(C2C=CC=CC=2)C2C=CC=CC=2)=CC=1.O>[CH3:6][O:7][C:8]([C:10]1[C:19]2[C:14](=[CH:15][CH:16]=[C:17]([C:1]#[N:2])[CH:18]=2)[N:13]=[C:12]([C:21]2[CH:26]=[CH:25][CH:24]=[CH:23][CH:22]=2)[CH:11]=1)=[O:9] |f:2.3,4.5.6,^1:37,39,58,77|. Reported procedure: Zinc cyanide (0.3394 g, 2.89 mmol) and tetrakis(triphenylphosphine)palladium (0.1647 g, 0.143 mmol) were added to a dimethylformamide (14.0 mL) solution of 6-bromo-2-phenyl-4-quinolinecarboxylic acid methyl ester (0.9749 g, 2.85 mmol), and the mixture was heated with stirring at 150° C. for 10 minutes with microwave irradiation. To the reaction solution, water and a saturated aqueous solution of sodium chloride were added. The mixture was subjected to extraction with ethyl acetate and dried over... Starting materials: COC(COC1=C(C=C(C=C1)OCC=C(C1=CC=C(C=C1)Br)C1=CC=C(C=C1)Br)C)=O ({4-[3,3-Bis-(4-bromo-phenyl)-allyloxy]-2-methyl-phenoxy}-acetic acid methyl ester), [OH-].[Na+] (NaOH). The solvent is C(C)O (ethanol). Run at temperature 60 celsius, time 2 hour. Product: BrC1=CC=C(C=C1)C(=CCOC1=CC(=C(OCC(=O)O)C=C1)C)C1=CC=C(C=C1)Br ({4-[3,3-Bis-(4-bromo-phenyl)-allyloxy]-2-methyl-phenoxy}-acetic acid). RXN SMILES: C[O:2][C:3](=[O:31])[CH2:4][O:5][C:6]1[CH:11]=[CH:10][C:9]([O:12][CH2:13][CH:14]=[C:15]([C:23]2[CH:28]=[CH:27][C:26]([Br:29])=[CH:25][CH:24]=2)[C:16]2[CH:21]=[CH:20][C:19]([Br:22])=[CH:18][CH:17]=2)=[CH:8][C:7]=1[CH3:30].[OH-].[Na+]>C(O)C>[Br:22][C:19]1[CH:18]=[CH:17][C:16]([C:15]([C:23]2[CH:28]=[CH:27][C:26]([Br:29])=[CH:25][CH:24]=2)=[CH:14][CH2:13][O:12][C:9]2[CH:10]=[CH:11][C:6]([O:5][CH2:4][C:3]([OH:31])=[O:2])=[C:7]([CH3:30])[CH:8]=2)=[CH:21][CH:20]=1 |f:1.2|. Procedure details: {4-[3,3-Bis-(4-bromo-phenyl)-allyloxy]-2-methyl-phenoxy}-acetic acid methyl ester (1.9 g, 3.5 mmol) was dissolved in warm ethanol (100 ml). 1N NaOH (7 ml, 7 mmol) was added and the reaction mixture was stirred for 2 h at 60° C. after which it was evaporated. The residue was treated with water (50 ml) and 1N HCl (8 ml) and extracted with dichloromethane (2×250 ml). The combined organic phases were dried and evaporated to give the title compound in 1.8 g (99%) yield. Starting materials: 7-Oxo-4,7-dihydro[1,3]thiazolo[5,4-b]pyridine-6-carboxamides, N1CCOCC1 (Morpholine), ClCC(=O)Cl (chloroacetyl chloride), heterocycle, Heterocyclic. Yields the product ClCC(=O)N1CCOCC1 (4-(chloroacetyl)-morpholine). As a reaction SMILES: [NH:1]1[CH2:6][CH2:5][O:4][CH2:3][CH2:2]1.[Cl:7][CH2:8][C:9](Cl)=[O:10]>>[Cl:7][CH2:8][C:9]([N:1]1[CH2:6][CH2:5][O:4][CH2:3][CH2:2]1)=[O:10]. Procedure: 7-Oxo-4,7-dihydro[1,3]thiazolo[5,4-b]pyridine-6-carboxamides. Preparation of specific examples of heterocycle W20.1 follows an established literature precedent described in Chart BM (A. Haemers J. Heterocyclic Chem. 1984, 21, 401-406.). Morpholine is condensed with chloroacetyl chloride to afford 4-(chloroacetyl)-morpholine (BM.1) which is transformed to the dithiocarboxylate methyl ester (BM.2) by the reaction with sulfur, an amine base (e.g. triethylamine) and iodomethane. Condensation of BM.2... Reactants: S(=O)(Cl)Cl (thionyl chloride), ClC1=CC=C(C=C1)C=1C=CC(=NC1)/C=C/C(=O)NC1=CC=C(C=C1)CO ((E)-3-[5-(4-chloro-phenyl)-pyridin-2-yl]-N-(4-hydroxymethyl-phenyl)-acrylamide), S(=O)(Cl)Cl (thionyl chloride). Solvent: ClCCl (dichloromethane). Conditions: time 2 hour. Product: crude product, ClCC1=CC=C(C=C1)NC(\C=C\C1=NC=C(C=C1)C1=CC=C(C=C1)Cl)=O ((E)-N-(4-chloromethyl-phenyl)-3-[5-(4-chloro-phenyl)-pyridin-2-yl]-acrylamide). Reaction SMILES: S(Cl)([Cl:3])=O.[Cl:5][C:6]1[CH:11]=[CH:10][C:9]([C:12]2[CH:13]=[CH:14][C:15](/[CH:18]=[CH:19]/[C:20]([NH:22][C:23]3[CH:28]=[CH:27][C:26]([CH2:29]O)=[CH:25][CH:24]=3)=[O:21])=[N:16][CH:17]=2)=[CH:8][CH:7]=1>ClCCl>[Cl:3][CH2:29][C:26]1[CH:27]=[CH:28][C:23]([NH:22][C:20](=[O:21])/[CH:19]=[CH:18]/[C:15]2[CH:14]=[CH:13][C:12]([C:9]3[CH:10]=[CH:11][C:6]([Cl:5])=[CH:7][CH:8]=3)=[CH:17][N:16]=2)=[CH:24][CH:25]=1. Procedure: 50 μL (0.680 mmol) thionyl chloride was added to a suspension of 0.190 g (0.520 mmol) (E)-3-[5-(4-chloro-phenyl)-pyridin-2-yl]-N-(4-hydroxymethyl-phenyl)-acrylamide (Z38a) in 20 mL dichloromethane and the mixture was stirred for 2 h at RT . Another 50 μL thionyl chloride were added and the mixture was again stirred for 3 h. The solvent was concentrated by evaporation i. vac., the residue taken up twice in toluene and concentrated by evaporation i. vac. The crude product was obtained as the HCl s... Starting materials: C(C1=CC=CC=C1)NC=1C=C(CO)C=C(C1SC1=CC=CC=C1)S(N)(=O)=O (3-benzylamino-4-phenylthio-5-sulfamylbenzyl alcohol), OO (hydrogen peroxide), C(C)(=O)O (acetic acid). The solvent is O (water). Run at time 24 hour. Yields the product C(C1=CC=CC=C1)NC=1C=C(CO)C=C(C1S(=O)C1=CC=CC=C1)S(N)(=O)=O (3-Benzylamino-4-phenylsulfinyl-5-sulfamylbenzyl alcohol). As a reaction SMILES: [CH2:1]([NH:8][C:9]1[CH:10]=[C:11]([CH:14]=[C:15]([S:24](=[O:27])(=[O:26])[NH2:25])[C:16]=1[S:17][C:18]1[CH:23]=[CH:22][CH:21]=[CH:20][CH:19]=1)[CH2:12][OH:13])[C:2]1[CH:7]=[CH:6][CH:5]=[CH:4][CH:3]=1.OO.C(O)(=[O:32])C>O>[CH2:1]([NH:8][C:9]1[CH:10]=[C:11]([CH:14]=[C:15]([S:24](=[O:27])(=[O:26])[NH2:25])[C:16]=1[S:17]([C:18]1[CH:19]=[CH:20][CH:21]=[CH:22][CH:23]=1)=[O:32])[CH2:12][OH:13])[C:2]1[CH:3]=[CH:4][CH:5]=[CH:6][CH:7]=1. Procedure details: A mixture of 3-benzylamino-4-phenylthio-5-sulfamylbenzyl alcohol (8.0 g; prepared as described in Example 24), hydrogen peroxide (10 ml, 30% in water) and acetic acid (80 ml) is stirred at 22°-25° C. for 24 hours. The resulting solution is diluted with water (40 ml) and cooled to precipitate crude 3-benzylamino-4-phenylsulfinyl-5-sulfamylbenzyl alcohol. After recrystallization from a mixture of ethanol and 2-methoxyethanol it is obtained with a melting point of 213°-214° C.